From a dataset of the Open Reaction Database (ORD), a public repository of structured organic reaction records. describe an organic reaction: reactants, conditions, products, and yield Reactants: BrC=1C=C2C(CCC(C2=CC1)=O)(C)C (6-bromo-3,4-dihydro-4,4-dimethylnaphthalen-1(2H)-one), BrC=1C=C2C(CCC(C2=CC1)=O)(C)C (6-bromo-3,4-dihydro-4,4-dimethylnaphthalen-1(2H)-one), TMS-acetylenic, C(=O)([O-])[O-].[K+].[K+] (K2CO3), C[Si](C)(C)C#C (trimethylsilyl acetylene), cuprous iodide. Reagents/catalysts: Cl[Pd]([P](C1=CC=CC=C1)(C2=CC=CC=C2)C3=CC=CC=C3)([P](C4=CC=CC=C4)(C5=CC=CC=C5)C6=CC=CC=C6)Cl (bis(triphenylphosphine)palladium(II) chloride). Solvent: C(C)N(CC)CC (triethylamine), CO (methanol). Reaction conditions: time 24 hour. The product is C(#C)C=1C=C2C(CCC(C2=CC1)=O)(C)C (6-Ethynyl-3,4-dihydro-4,4-dimethylnaphthalen-1(2H)-one). RXN SMILES: Br[C:2]1[CH:3]=[C:4]2[C:9](=[CH:10][CH:11]=1)[C:8](=[O:12])[CH2:7][CH2:6][C:5]2([CH3:14])[CH3:13].C[Si]([C:19]#[CH:20])(C)C.C([O-])([O-])=O.[K+].[K+]>C(N(CC)CC)C.CO.Cl[Pd](Cl)([P](C1C=CC=CC=1)(C1C=CC=CC=1)C1C=CC=CC=1)[P](C1C=CC=CC=1)(C1C=CC=CC=1)C1C=CC=CC=1>[C:19]([C:2]1[CH:3]=[C:4]2[C:9](=[CH:10][CH:11]=1)[C:8](=[O:12])[CH2:7][CH2:6][C:5]2([CH3:14])[CH3:13])#[CH:20] |f:2.3.4,^1:38,57|. Reported procedure: To a solution (flushed for 15 minutes with a stream of argon) of 13.55 g (53.8 mmol) of 6-bromo-3,4-dihydro-4,4-dimethylnaphthalen-1(2H)-one (Compound H) in 280 ml of triethylamine was added 1.87 g (2.66 mmol) of bis(triphenylphosphine)palladium(II) chloride and 0.53 g (2.66 mmol) of cuprous iodide. The solution mixture was flushed with argon for 5 minutes and then 100 ml (938.7 mmol) of trimethylsilyl acetylene was added. The reaction mixture was sealed in a pressure tube and placed in a prehea... The reactants are N1CCC(CC1)NC(=O)NC1=CC=C(C=C1)OC(F)(F)F (1-(Piperidin-4-yl)-3-(4-(trifluoromethoxy)phenyl)urea), C(C1=CC=NC=C1)(=O)O (isonicotinic acid). The product is C(C1=CC=NC=C1)(=O)N1CCC(CC1)NC(=O)NC1=CC=C(C=C1)OC(F)(F)F (1-(1-Isonicotinoylpiperidin-4-yl)-3-(4-(trifluoromethoxy)phenyl)urea). As a reaction SMILES: [NH:1]1[CH2:6][CH2:5][CH:4]([NH:7][C:8]([NH:10][C:11]2[CH:16]=[CH:15][C:14]([O:17][C:18]([F:21])([F:20])[F:19])=[CH:13][CH:12]=2)=[O:9])[CH2:3][CH2:2]1.[C:22](O)(=[O:29])[C:23]1[CH:28]=[CH:27][N:26]=[CH:25][CH:24]=1>>[C:22]([N:1]1[CH2:6][CH2:5][CH:4]([NH:7][C:8]([NH:10][C:11]2[CH:16]=[CH:15][C:14]([O:17][C:18]([F:19])([F:20])[F:21])=[CH:13][CH:12]=2)=[O:9])[CH2:3][CH2:2]1)(=[O:29])[C:23]1[CH:28]=[CH:27][N:26]=[CH:25][CH:24]=1. Procedure: Intermediate 42 (152 mg, 0.5 mmol) was reacted with isonicotinic acid by Method E. Flash chromatography eluted with 9:1 DCM:MeOH afforded compound 47 (204 mg, 100%) as a white solid: Mp 210-212° C. 1H NMR (500 MHz, DMSO-d6) δ 8.67 (d, J=6 Hz, 2H), 8.59 (s, 1H), 7.47 (d, J=9 Hz, 2H), 7.38 (d, J=6 Hz, 2H), 7.22 (d, J=9 Hz, 2H), 6.25 (d, J=8 Hz, 1H), 4.30 (d, J=12 Hz, 1H), 3.76 (s, 1H), 3.41 (d, J=12 Hz, 1H), 3.16 (t, J=12 Hz, 1H), 3.05 (t, J=12 Hz, 1H), 1.97-1.88 (m, 1H), 1.84-1.75 (m, 1H), 1.47-1... Reactants: O1NC=CC2=C1C=CC=C2 (benzoxazine), C=O (formalin), [OH-].[Na+] (sodium hydroxide), NC(=O)N (urea), N1=C(N)N=C(N)N=C1N (melamine), C=O (formaldehyde), C=O (formaldehyde), NO (hydroxylamine). Conditions: temperature 70 celsius, time 54 minute. Yields the product C(O)NC1=NC(=NC(=N1)N)N (Methylolmelamine). Reaction SMILES: [O:1]1[C:6]2C=CC=CC=2C=CN1.C=O.[OH-].[Na+].[N:15]1[C:22]([NH2:23])=[N:21][C:19]([NH2:20])=[N:18][C:16]=1[NH2:17].NO.NC(N)=O>>[CH2:6]([NH:17][C:16]1[N:18]=[C:19]([NH2:20])[N:21]=[C:22]([NH2:23])[N:15]=1)[OH:1] |f:2.3|. Procedure: In this version of the synthesis of the benzoxazine polymer composition, 462.4 grams of 50% formalin and 0.59 grams of 25% sodium hydroxide solution were added to the reaction flask so that the pH after mixing was 8.59. Then, 157 grams of the resole of example 1 and 141 grams of melamine were added. Under mixing, the contents of the reaction flask were heated to 70° C. and allowed to exotherm to 80° C. The flask contents were clear when 80° C. was reached. When the temperature dropped to 79° C. ... The reactants are C=C(C)c1cncc(C(C)=O)c1, CCO, Cl, NO, [Na+], [OH-], O. The product is C=C(C)c1cncc(C(C)=NO)c1. As a reaction SMILES: [CH2:1]=[C:2]([CH3:3])[c:4]1[cH:5][c:6]([C:10]([CH3:11])=[O:12])[cH:7][n:8][cH:9]1.[CH3:16][CH2:17][OH:18].[ClH:15].[NH2:13][OH:14].[Na+:21].[OH-:20].[OH2:19]>>[CH2:1]=[C:2]([CH3:3])[c:4]1[cH:5][c:6]([C:10]([CH3:11])=[N:13][OH:14])[cH:7][n:8][cH:9]1. Starting materials: [NH4+].[Cl-] (NH4Cl), ice, C[Mg]I (methyl magnesium iodide), C(#N)C=1C(=C2C=C(N(C2=CC1)C(C(=O)OC)C)C)C(F)(F)F (methyl 2-[5-cyano-2-methyl-4-(trifluoromethyl)-1H-indol-1-yl]propanoate), CCOCC (Et2O), CCOCC (Et2O). Run in CCOC(=O)C (EtOAc). Reaction conditions: time 10 minute. The product is CC=1N(C2=CC=C(C(=C2C1)C(F)(F)F)C#N)C(C(C)=O)C (2-methyl-1-(1-methyl-2-oxopropyl)-4-(trifluoromethyl)-1H-indole-5-carbonitrile), OC(C(C)N1C(=CC2=C(C(=CC=C12)C#N)C(F)(F)F)C)(C)C (1-(2-hydroxy-1,2-dimethylpropyl)-2-methyl-4-(trifluoromethyl)-1H-indole-5-carbonitrile). As a reaction SMILES: [CH3:1][Mg]I.[C:4]([C:6]1[C:7]([C:22]([F:25])([F:24])[F:23])=[C:8]2[C:12](=[CH:13][CH:14]=1)[N:11]([CH:15]([CH3:20])[C:16](OC)=[O:17])[C:10]([CH3:21])=[CH:9]2)#[N:5].[NH4+].[Cl-].[CH3:28]C[O:30][CH2:31][CH3:32]>CCOC(C)=O>[CH3:21][C:10]1[N:11]([CH:15]([CH3:20])[C:16](=[O:17])[CH3:28])[C:12]2[C:8]([CH:9]=1)=[C:7]([C:22]([F:25])([F:24])[F:23])[C:6]([C:4]#[N:5])=[CH:14][CH:13]=2.[OH:30][C:31]([CH3:32])([CH3:1])[CH:15]([N:11]1[C:12]2[C:8](=[C:7]([C:22]([F:24])([F:23])[F:25])[C:6]([C:4]#[N:5])=[CH:14][CH:13]=2)[CH:9]=[C:10]1[CH3:21])[CH3:16] |f:2.3|. Reported procedure: To an ice-cold solution of methyl magnesium iodide (3M in Et2O) (0.322 ml, 0.967 mmol) in Et2O (1 mL) was added a solution of methyl 2-[5-cyano-2-methyl-4-(trifluoromethyl)-1H-indol-1-yl]propanoate (Example 1) (0.100 g, 0.322 mmol) in Et2O (1 mL). The heterogeneous mixture was stirred in an ice bath for 5 min, at rt for 10 min, and then at 38° C. for ˜1 h. Upon cooling, the reaction mixture was diluted with EtOAc (5 mL) and treated with aq. saturated NH4Cl (5 mL). The mixture was partitioned bet... Starting materials: C1OC=2C=C(CNC=3C4=C(N=C(N3)C3=CC=C(C(=O)OC)C=C3)SC(=C4)C)C=CC2O1 (methyl 4-[4-(3,4-methylenedioxybenzylamino)-6-methyl-thieno-[2,3-d]-pyrimidin-2-yl]-benzoate), [OH-].[Na+] (NaOH), Cl (HCl). Solvent: O1CCCC1 (tetrahydrofuran). Product: C1OC=2C=C(CNC=3C4=C(N=C(N3)C3=CC=C(C(=O)O)C=C3)SC(=C4)C)C=CC2O1 (4-[4-(3,4-methylenedioxybenzylamino)-6-methyl-thieno-[2,3-d]-pyrimidin-2-yl]-benzoic acid). Isolated yield 70.5%. Reaction SMILES: [CH2:1]1[O:31][C:30]2[CH:29]=[CH:28][C:5]([CH2:6][NH:7][C:8]3[C:9]4[CH:26]=[C:25]([CH3:27])[S:24][C:10]=4[N:11]=[C:12]([C:14]4[CH:23]=[CH:22][C:17]([C:18]([O:20]C)=[O:19])=[CH:16][CH:15]=4)[N:13]=3)=[CH:4][C:3]=2[O:2]1.[OH-].[Na+].Cl>O1CCCC1>[CH2:1]1[O:31][C:30]2[CH:29]=[CH:28][C:5]([CH2:6][NH:7][C:8]3[C:9]4[CH:26]=[C:25]([CH3:27])[S:24][C:10]=4[N:11]=[C:12]([C:14]4[CH:15]=[CH:16][C:17]([C:18]([OH:20])=[O:19])=[CH:22][CH:23]=4)[N:13]=3)=[CH:4][C:3]=2[O:2]1 |f:1.2|. Procedure details: A solution of 1.1 g of methyl 4-[4-(3,4-methylenedioxybenzylamino)-6-methyl-thieno-[2,3-d]-pyrimidin-2-yl]-benzoate, 30 ml of 2N NaOH and 30 ml of tetrahydrofuran is heated at 100° for 6 hours. After cooling and acidification of the solution with 20% HCl, the mixture is further worked up in the customary manner. 0.75 g of 4-[4-(3,4-methylenedioxybenzylamino)-6-methyl-thieno-[2,3-d]-pyrimidin-2-yl]-benzoic acid is obtained, m.p. >250°. The reactants are O=C=NS(=O)(=O)c1ccccc1OC(Cl)=CCl, COc1cc(Cl)nc(N)n1, C1COCCO1. The product is COc1cc(Cl)nc(NC(=O)NS(=O)(=O)c2ccccc2OC(Cl)=CCl)n1. As a reaction SMILES: [Cl:1][C:2](=[CH:3][Cl:4])[O:5][c:6]1[c:7]([S:12](=[O:13])(=[O:14])[N:15]=[C:16]=[O:17])[cH:8][cH:9][cH:10][cH:11]1.[NH2:18][c:19]1[n:20][c:21]([O:26][CH3:27])[cH:22][c:23]([Cl:25])[n:24]1.[O:28]1[CH2:29][CH2:30][O:31][CH2:32][CH2:33]1>>[Cl:1][C:2](=[CH:3][Cl:4])[O:5][c:6]1[c:7]([S:12](=[O:13])(=[O:14])[NH:15][C:16](=[O:17])[NH:18][c:19]2[n:20][c:21]([O:26][CH3:27])[cH:22][c:23]([Cl:25])[n:24]2)[cH:8][cH:9][cH:10][cH:11]1.